Dataset: the Open Reaction Database (ORD), a public repository of structured organic reaction records. Task: describe an organic reaction: reactants, conditions, products, and yield Reactants: N#Cc1ccc(C(=O)NC2CCCCC2)c(F)c1, CO, N, [Ni]. The product is NCc1ccc(C(=O)NC2CCCCC2)c(F)c1. RXN SMILES: [C:1](#[N:2])[c:3]1[cH:4][c:5]([F:18])[c:6]([C:7](=[O:8])[NH:9][CH:10]2[CH2:11][CH2:12][CH2:13][CH2:14][CH2:15]2)[cH:16][cH:17]1.[CH3:20][OH:21].[NH3:19].[Ni:22]>>[CH2:1]([NH2:2])[c:3]1[cH:4][c:5]([F:18])[c:6]([C:7](=[O:8])[NH:9][CH:10]2[CH2:11][CH2:12][CH2:13][CH2:14][CH2:15]2)[cH:16][cH:17]1.